This data is from the Open Reaction Database (ORD), a public repository of structured organic reaction records. The task is: describe an organic reaction: reactants, conditions, products, and yield The reactants are Cl (hydrochloric acid), FC(CCC(C1=C(C=C(C=C1)C1=NC=C(C=N1)C(F)(F)F)C)NC1=CC=C(C(=O)OC)C=C1)(F)F (methyl 4-((4,4,4-trifluoro-1-(2-methyl-4-(5-(trifluoromethyl)pyrimidin-2-yl)phenyl)butyl)amino)benzoate), [OH-].[Na+] (sodium hydroxide), C1CCOC1 (THF). The solvent is CO (methanol). Conditions: temperature 70 celsius, time 8 hour. Yields the product FC(CCC(C1=C(C=C(C=C1)C1=NC=C(C=N1)C(F)(F)F)C)NC1=CC=C(C(=O)O)C=C1)(F)F (4-((4,4,4-trifluoro-1-(2-methyl-4-(5-(trifluoromethyl)pyrimidin-2-yl)phenyl)butyl)amino)benzoic acid). RXN SMILES: [F:1][C:2]([F:35])([F:34])[CH2:3][CH2:4][CH:5]([NH:23][C:24]1[CH:33]=[CH:32][C:27]([C:28]([O:30]C)=[O:29])=[CH:26][CH:25]=1)[C:6]1[CH:11]=[CH:10][C:9]([C:12]2[N:17]=[CH:16][C:15]([C:18]([F:21])([F:20])[F:19])=[CH:14][N:13]=2)=[CH:8][C:7]=1[CH3:22].[OH-].[Na+].C1COCC1.Cl>CO>[F:35][C:2]([F:1])([F:34])[CH2:3][CH2:4][CH:5]([NH:23][C:24]1[CH:25]=[CH:26][C:27]([C:28]([OH:30])=[O:29])=[CH:32][CH:33]=1)[C:6]1[CH:11]=[CH:10][C:9]([C:12]2[N:13]=[CH:14][C:15]([C:18]([F:19])([F:20])[F:21])=[CH:16][N:17]=2)=[CH:8][C:7]=1[CH3:22] |f:1.2|. Procedure details: A reaction mixture of methyl 4-((4,4,4-trifluoro-1-(2-methyl-4-(5-(trifluoromethyl)pyrimidin-2-yl)phenyl)butyl)amino)benzoate (4.93 g), 1M aqueous sodium hydroxide solution (39.6 mL), THF (40 mL) and methanol (40 mL) was stirred at 70° C. overnight. The reaction mixture was neutralized with 1M hydrochloric acid at 0° C., and extracted with ethyl acetate. The extract was washed with water and saturated brine, and dried over anhydrous magnesium sulfate. The solvent was evaporated under reduced pre... The reactants are CC1=CC2=C(N(C(N2CC)=O)C2CCNCC2)C=C1 (4-(5-methyl-3-ethyl-2-oxo-1-benzimidazolinyl)piperidine), O=S1(N(C(C2=C1C=CC(=C2)Cl)=O)CCCCBr)=O (1,1-dioxido-2-(4-bromobutyl)-5-chloro-1,2-benzisothiazol-3(2H)-one). The product is O=S1(N(C(C2=C1C=CC(=C2)Cl)=O)CCCCN2CCC(CC2)N2C(N(C1=C2C=CC(=C1)C)CC)=O)=O (1,1-Dioxido-2-(4-(4-(5-methyl-3-ethyl-2-oxo-1-benzimidazolinyl)piperidin-1-yl)butyl)-5-chloro-1,2-benzisothiazol-3(2H)-one). As a reaction SMILES: [CH3:1][C:2]1[CH:19]=[CH:18][C:5]2[N:6]([CH:12]3[CH2:17][CH2:16][NH:15][CH2:14][CH2:13]3)[C:7](=[O:11])[N:8]([CH2:9][CH3:10])[C:4]=2[CH:3]=1.[O:20]=[S:21]1(=[O:37])[C:25]2[CH:26]=[CH:27][C:28]([Cl:30])=[CH:29][C:24]=2[C:23](=[O:31])[N:22]1[CH2:32][CH2:33][CH2:34][CH2:35]Br>>[O:37]=[S:21]1(=[O:20])[C:25]2[CH:26]=[CH:27][C:28]([Cl:30])=[CH:29][C:24]=2[C:23](=[O:31])[N:22]1[CH2:32][CH2:33][CH2:34][CH2:35][N:15]1[CH2:14][CH2:13][CH:12]([N:6]2[C:5]3[CH:18]=[CH:19][C:2]([CH3:1])=[CH:3][C:4]=3[N:8]([CH2:9][CH3:10])[C:7]2=[O:11])[CH2:17][CH2:16]1. Procedure: From 4-(5-methyl-3-ethyl-2-oxo-1-benzimidazolinyl)piperidine and 1,1-dioxido-2-(4-bromobutyl)-5-chloro-1,2-benzisothiazol-3(2H)-one (prepared as shown in Example 22) using the procedures described in Example 1 there was obtained a white solid upon formation of the HCl salt (from methanol), melting point 229-231° C. Analysis calculated for C26H31N4O4S.HCl.0.75 H2O: C, 53.82; H, 5.80; N, 9.66; found: C, 53.79; H, 5.52; N, 9.53. The NMR was consistent with the structure.